This data is from the Open Reaction Database (ORD), a public repository of structured organic reaction records. The task is: describe an organic reaction: reactants, conditions, products, and yield The reactants are C(C)(=O)OC1=C(COC(C)=O)C=C(C=C1)C#CC(CC=1OC(OC(C1)=O)(C)C)(O)C1CCCC1 (Acetic acid 2-acetoxy-5-[3-cyclopentyl-4-(2,2-dimethyl-6-oxo-6H-[1,3]dioxin-4-yl) -3-hydroxy-but-1-ynyl]-benzyl ester), C1(CCCC1)C(C#CC1=CC(=C(C=C1)C(C#N)(C)C)F)(CC1=CC(OC(O1)(C)C)=O)O (2-{4-[3-cyclopentyl-4-(2,2-dimethyl-4-oxo-4H-1,3-dioxin-6-yl)-3-hydroxybut-1-ynyl]-2-fluorophenyl}-2-methylpropanenitrile), C1(CCCC1)C1(CC(CC(O1)=O)=O)CCC1=CC(=C(C=C1)O)COC (6-Cyclopentyl-6-[2-(4-hydroxy-3-methoxymethyl-phenyl)-ethyl]-dihydro-pyran-2,4-dione). Yields the product C1(CCCC1)C1(CC(CC(O1)=O)=O)CCC1=CC(=C(C=C1)O)CO (6-Cyclopentyl-6-[2-(4-hydroxy-3-hydroxymethyl-phenyl)-ethyl]-dihydro-pyran-2,4-dione). RXN SMILES: C(OC1C=CC(C#CC(C2CCCC2)(O)CC2OC(C)(C)OC(=O)C=2)=CC=1COC(=O)C)(=O)C.C1(C(O)(CC2OC(C)(C)OC(=O)C=2)C#CC2C=CC(C(C)(C)C#N)=C(F)C=2)CCCC1.[CH:66]1([C:71]2([CH2:79][CH2:80][C:81]3[CH:86]=[CH:85][C:84]([OH:87])=[C:83]([CH2:88][O:89]C)[CH:82]=3)[O:76][C:75](=[O:77])[CH2:74][C:73](=[O:78])[CH2:72]2)[CH2:70][CH2:69][CH2:68][CH2:67]1>>[CH:66]1([C:71]2([CH2:79][CH2:80][C:81]3[CH:86]=[CH:85][C:84]([OH:87])=[C:83]([CH2:88][OH:89])[CH:82]=3)[O:76][C:75](=[O:77])[CH2:74][C:73](=[O:78])[CH2:72]2)[CH2:70][CH2:69][CH2:68][CH2:67]1. Procedure: The title compound was prepared analogously to step 4 from Example A(97) where Acetic acid 2-acetoxy-5-[3-cyclopentyl-4-(2,2-dimethyl-6-oxo-6H-[1,3]dioxin-4-yl) -3-hydroxy-but-1-ynyl]-benzyl ester (from step 2 below) was substituted in place of 2-{4-[3-cyclopentyl-4-(2,2-dimethyl-4-oxo-4H-1,3-dioxin-6-yl)-3-hydroxybut-1-ynyl]-2-fluorophenyl}-2-methylpropanenitrile. The product was obtained together with compound from Example A(194). 6-Cyclopentyl-6-[2-(4-hydroxy-3-methoxymethyl-phenyl)-ethyl]-di... Reactants: ClC1=CC=C(C=C1)C1=NC=C(N=C1)I (2-(4-chlorophenyl)-5-iodopyrazine), C(#C)C1=CC=C(OCCO)C=C1 (2-(4-ethynylphenoxy)ethanol), N1CCCCC1 (piperidine). The reagents and catalysts are C1=CC=C(C=C1)P([C-]2C=CC=C2)C3=CC=CC=C3.C1=CC=C(C=C1)P([C-]2C=CC=C2)C3=CC=CC=C3.Cl[Pd]Cl.[Fe+2] (PdCl2(dppf)), [Cu]I (CuI). Solvent: C1CCOC1 (THF). Conditions: time 4 hour. Yields the product ClC1=CC=C(C=C1)C=1N=CC(=NC1)C#CC1=CC=C(OCCO)C=C1 (2-{4-[5-(4-chlorophenyl)pyrazin-2-ylethynyl]phenoxy}ethanol). RXN SMILES: [Cl:1][C:2]1[CH:7]=[CH:6][C:5]([C:8]2[CH:13]=[N:12][C:11](I)=[CH:10][N:9]=2)=[CH:4][CH:3]=1.[C:15]([C:17]1[CH:26]=[CH:25][C:20]([O:21][CH2:22][CH2:23][OH:24])=[CH:19][CH:18]=1)#[CH:16].N1CCCCC1>C1COCC1.C1C=CC(P(C2C=CC=CC=2)[C-]2C=CC=C2)=CC=1.C1C=CC(P(C2C=CC=CC=2)[C-]2C=CC=C2)=CC=1.Cl[Pd]Cl.[Fe+2].[Cu]I>[Cl:1][C:2]1[CH:7]=[CH:6][C:5]([C:8]2[N:9]=[CH:10][C:11]([C:16]#[C:15][C:17]3[CH:26]=[CH:25][C:20]([O:21][CH2:22][CH2:23][OH:24])=[CH:19][CH:18]=3)=[N:12][CH:13]=2)=[CH:4][CH:3]=1 |f:4.5.6.7|. Procedure: Under an argon atmosphere 49 mg (0.06 mmol) of PdCl2(dppf) and 11 mg (0.06 mmol) of CuI were added to a repeatedly degassed solution of 535 mg (3.30 mmol) of 2-(4-chlorophenyl)-5-iodopyrazine, 950 mg (3.30 mmol) of 2-(4-ethynylphenoxy)ethanol, and 0.59 mL (6.00 mmol) of piperidine in 50 mL of THF and the mixture was stirred for 4 hours at RT. The precipitate was suction filtered and washed with acetonitrile. The mother liquor was concentrated, and the precipitate formed was filtered off and wash... The reactants are F[B-](F)(F)F, CC(C)(C)[PH+](C(C)(C)C)C(C)(C)C, C1CCOC1, CC(C)(C)[O-], CC(C)OC(=O)N1CCC(Oc2cc(Cl)ncn2)CC1, [K+], c1cnc2c(c1)NCC2, C1COCCO1, O=C(C=Cc1ccccc1)C=Cc1ccccc1, O=C(C=Cc1ccccc1)C=Cc1ccccc1, O=C(C=Cc1ccccc1)C=Cc1ccccc1, [Pd], [Pd]. The product is CC(C)OC(=O)N1CCC(Oc2cc(N3CCc4ncccc43)ncn2)CC1. Reaction SMILES: [B-:36]([F:37])([F:38])([F:39])[F:40].[C:41]([PH+:42]([C:43]([CH3:44])([CH3:45])[CH3:46])[C:47]([CH3:48])([CH3:49])[CH3:50])([CH3:51])([CH3:52])[CH3:53].[CH2:110]1[O:111][CH2:112][CH2:113][CH2:114]1.[CH3:21][C:22]([CH3:23])([O-:24])[CH3:25].[CH:1]([CH3:2])([CH3:3])[O:4][C:5](=[O:6])[N:7]1[CH2:8][CH2:9][CH:10]([O:13][c:14]2[n:15][cH:16][n:17][c:18]([Cl:20])[cH:19]2)[CH2:11][CH2:12]1.[K+:26].[NH:27]1[CH2:28][CH2:29][c:30]2[n:31][cH:32][cH:33][cH:34][c:35]21.[O:115]1[CH2:116][CH2:117][O:118][CH2:119][CH2:120]1.[O:56]=[C:57]([CH:58]=[CH:59][c:60]1[cH:61][cH:62][cH:63][cH:64][cH:65]1)[CH:66]=[CH:67][c:68]1[cH:69][cH:70][cH:71][cH:72][cH:73]1.[O:74]=[C:75]([CH:76]=[CH:77][c:78]1[cH:79][cH:80][cH:81][cH:82][cH:83]1)[CH:84]=[CH:85][c:86]1[cH:87][cH:88][cH:89][cH:90][cH:91]1.[O:92]=[C:93]([CH:94]=[CH:95][c:96]1[cH:97][cH:98][cH:99][cH:100][cH:101]1)[CH:102]=[CH:103][c:104]1[cH:105][cH:106][cH:107][cH:108][cH:109]1.[Pd:54].[Pd:55]>>[CH:1]([CH3:2])([CH3:3])[O:4][C:5](=[O:6])[N:7]1[CH2:8][CH2:9][CH:10]([O:13][c:14]2[n:15][cH:16][n:17][c:18]([N:27]3[CH2:28][CH2:29][c:30]4[n:31][cH:32][cH:33][cH:34][c:35]43)[cH:19]2)[CH2:11][CH2:12]1. Starting materials: NN (hydrazine), NC(=O)N (urea). Run in O (water). The product is NN (hydrazine), NC(=O)N (urea), NNC(=O)N (semicarbazide), alcohol. As a reaction SMILES: [NH2:1][NH2:2].[NH2:3][C:4]([NH2:6])=[O:5]>O>[NH2:1][NH2:2].[NH2:3][C:4]([NH2:6])=[O:5].[NH2:1][NH:3][C:4]([NH2:6])=[O:5]. Reported procedure: reacting an aqueous hydrazine solution with urea at a temperature from about 80° C. to about 130° C. and at a mole ratio of hydrazine to urea from about 0.9:1 to about 1.2:1 to form a reaction mixture comprising semicarbazide, water and alcohol-insoluble by-products; Starting materials: ClC1=CC=C2C(=N1)C=C(N2)C(=O)OC (methyl 5-chloro-1H-pyrrolo[3,2-b]pyridine-2-carboxylate), C([O-])([O-])=O.[Cs+].[Cs+] (cesium carbonate), BrCCCCF (1-bromo-4-fluorobutane), O (water). Run in CN(C)C=O (DMF). Run at temperature 60 celsius. The product is ClC1=CC=C2C(=N1)C=C(N2CCCCF)C(=O)OC (methyl 5-chloro-1-(4-fluorobutyl)-1H-pyrrolo[3,2-b]pyridine-2-carboxylate). As a reaction SMILES: [Cl:1][C:2]1[N:7]=[C:6]2[CH:8]=[C:9]([C:11]([O:13][CH3:14])=[O:12])[NH:10][C:5]2=[CH:4][CH:3]=1.C(=O)([O-])[O-].[Cs+].[Cs+].Br[CH2:22][CH2:23][CH2:24][CH2:25][F:26].O>CN(C=O)C>[Cl:1][C:2]1[N:7]=[C:6]2[CH:8]=[C:9]([C:11]([O:13][CH3:14])=[O:12])[N:10]([CH2:22][CH2:23][CH2:24][CH2:25][F:26])[C:5]2=[CH:4][CH:3]=1 |f:1.2.3|. Reported procedure: To a solution of methyl 5-chloro-1H-pyrrolo[3,2-b]pyridine-2-carboxylate 11-c (2.9 g, 12.2 mmol) in DMF (50 mL) were added successively cesium carbonate (4 g, 12.2 mmol) and 1-bromo-4-fluorobutane (1.3 mL, 12.2 mmol). The resulting mixture was heated at 60° C. overnight. The reaction mixture was allowed to cool down to room temperature then poured into iced water and the product was extracted 3 times with DCM. The combined organic layers were dried over Na2SO4, filtered and evaporated to give th... The reactants are BrC=1C=C(C=NC1Cl)C(=O)O (5-bromo-6-chloro-3-pyridinecarboxylic acid), NCC(CO)CC (2-(aminomethyl)-1-butanol), OCC1CC1 (hydroxymethyl-cyclopropan), C(#N)C1=CC=C(C=C1)B(O)O (4-cyanophenylboronic acid). The product is C(#N)C1=CC=C(C=C1)C=1C(=NC=C(C(=O)NCC(CC)CO)C1)OCC1CC1 ((RS)-5-(4-cyano-phenyl)-6-cyclopropylmethoxy-N-(2-hydroxymethyl-butyl)-nicotinamide). RXN SMILES: Br[C:2]1[CH:3]=[C:4]([C:9]([OH:11])=O)[CH:5]=[N:6][C:7]=1Cl.[OH:12][CH2:13][CH:14]1[CH2:16][CH2:15]1.[C:17]([C:19]1[CH:24]=[CH:23][C:22](B(O)O)=[CH:21][CH:20]=1)#[N:18].[NH2:28][CH2:29][CH:30]([CH2:33][CH3:34])[CH2:31][OH:32]>>[C:17]([C:19]1[CH:24]=[CH:23][C:22]([C:2]2[C:7]([O:12][CH2:13][CH:14]3[CH2:16][CH2:15]3)=[N:6][CH:5]=[C:4]([CH:3]=2)[C:9]([NH:28][CH2:29][CH:30]([CH2:31][OH:32])[CH2:33][CH3:34])=[O:11])=[CH:21][CH:20]=1)#[N:18]. Procedure details: The title compound was synthesized in analogy to Example 75, using 5-bromo-6-chloro-3-pyridinecarboxylic acid, hydroxymethyl-cyclopropan, 4-cyanophenylboronic acid and 2-(aminomethyl)-1-butanol as starting materials to yield (RS)-5-(4-cyano-phenyl)-6-cyclopropylmethoxy-N-(2-hydroxymethyl-butyl)-nicotinamide. MS (ISP) 380.2 (M+H)+.